describe an organic reaction: reactants, conditions, products, and yield From a dataset of the Open Reaction Database (ORD), a public repository of structured organic reaction records. The reactants are CCCC(C(=O)OC)c1c(C)nc2cc(C(C)(C)C)nn2c1Cl, CCN(C(C)C)C(C)C, OB(O)c1ccccc1. Product: CCCC(C(=O)OC)c1c(C)nc2cc(C(C)(C)C)nn2c1-c1ccccc1. As a reaction SMILES: [C:1]([CH3:2])([CH3:3])([CH3:4])[c:5]1[n:6][n:7]2[c:8]([n:9][c:10]([CH3:22])[c:11]([CH:14]([C:15](=[O:16])[O:17][CH3:18])[CH2:19][CH2:20][CH3:21])[c:12]2[Cl:13])[cH:23]1.[CH:33]([N:34]([CH:35]([CH3:36])[CH3:37])[CH2:38][CH3:39])([CH3:40])[CH3:41].[OH:24][B:25]([OH:26])[c:27]1[cH:28][cH:29][cH:30][cH:31][cH:32]1>>[C:1]([CH3:2])([CH3:3])([CH3:4])[c:5]1[n:6][n:7]2[c:8]([n:9][c:10]([CH3:22])[c:11]([CH:14]([C:15](=[O:16])[O:17][CH3:18])[CH2:19][CH2:20][CH3:21])[c:12]2-[c:27]2[cH:28][cH:29][cH:30][cH:31][cH:32]2)[cH:23]1. Reactants: C([O-])([O-])=O.[Cs+].[Cs+] (Cesium carbonate), N1C=NC=2C=NC=CC21 (imidazo[4,5-c]pyridine), C(=O)(OC)C(OC1=C(C=C(CBr)C=C1CCC)CCC)C1=CC2=C(C=C1)OCO2 (4-(1-carbomethoxy-1-(3,4-methylenedioxyphenyl)-methoxy)-3,5-dipropylbenzyl bromide). Solvent: CN(C)C=O (DMF), CN(C)C=O (DMF). Run at time 15 minute. The product is C(=O)(OC)C(OC1=C(C=C(C=C1CCC)CN1C=NC2=C1C=NC=C2)CCC)C2=CC1=C(C=C2)OCO1 (3-[4-(1-carbomethoxy-1-(3,4-methylenedioxy-phenyl)-methoxy)-3,5-dipropylphenyl]methyl-3H-imidazo[4,5-c]pyridine). The yield is 15.8%. Reaction SMILES: C(=O)([O-])[O-].[Cs+].[Cs+].[NH:7]1[C:15]2[CH:14]=[CH:13][N:12]=[CH:11][C:10]=2[N:9]=[CH:8]1.[C:16]([CH:20]([C:36]1[CH:41]=[CH:40][C:39]2[O:42][CH2:43][O:44][C:38]=2[CH:37]=1)[O:21][C:22]1[C:29]([CH2:30][CH2:31][CH3:32])=[CH:28][C:25]([CH2:26]Br)=[CH:24][C:23]=1[CH2:33][CH2:34][CH3:35])([O:18][CH3:19])=[O:17]>CN(C=O)C>[C:16]([CH:20]([C:36]1[CH:41]=[CH:40][C:39]2[O:42][CH2:43][O:44][C:38]=2[CH:37]=1)[O:21][C:22]1[C:29]([CH2:30][CH2:31][CH3:32])=[CH:28][C:25]([CH2:26][N:9]2[C:10]3[CH:11]=[N:12][CH:13]=[CH:14][C:15]=3[N:7]=[CH:8]2)=[CH:24][C:23]=1[CH2:33][CH2:34][CH3:35])([O:18][CH3:19])=[O:17] |f:0.1.2|. Procedure details: Cesium carbonate (156 mg, 0.48 mmol) was added to imidazo[4,5-c]pyridine (28.6 mg, 0.24 mmol) in DMF (3 mL) at room temperature under nitrogen. After stirring for 15 min, a solution of 4-(1-carbomethoxy-1-(3,4-methylenedioxyphenyl)-methoxy)-3,5-dipropylbenzyl bromide (121 mg, 0.26 mmol) in DMF (3 mL) was added and the mixture stirred at 50° C. for 18 h. The mixture was poured onto ice/water and extracted with ethyl acetate (3×30 mL). The combined organic phase was washed with water, brine, dried... Reactants: CO, COC1CC2(C)C(=C(F)F)CCC2C2CCc3cc(OC4CCCCO4)ccc3C12, O, O=C(O)C(=O)O. The product is COC1CC2(C)C(=C(F)F)CCC2C2CCc3cc(O)ccc3C12. As a reaction SMILES: [CH3:37][OH:38].[F:1][C:2](=[C:3]1[C:4]2([CH3:5])[CH:6]([CH2:7][CH2:8]1)[CH:9]1[CH2:10][CH2:11][c:12]3[cH:13][c:14]([O:23][CH:24]4[CH2:25][CH2:26][CH2:27][CH2:28][O:29]4)[cH:15][cH:16][c:17]3[CH:18]1[CH:19]([O:21][CH3:22])[CH2:20]2)[F:30].[OH2:39].[OH:31][C:32]([C:33](=[O:34])[OH:35])=[O:36]>>[F:1][C:2](=[C:3]1[C:4]2([CH3:5])[CH:6]([CH2:7][CH2:8]1)[CH:9]1[CH2:10][CH2:11][c:12]3[cH:13][c:14]([OH:23])[cH:15][cH:16][c:17]3[CH:18]1[CH:19]([O:21][CH3:22])[CH2:20]2)[F:30]. Procedure details: To a solution of 4-chlor-3-(trifluoromethyl)benzoic acid (1037 g, 46.2 mmol) in methanol (100 mL) was added concentrated sulfuric acid (0.51 mL, 9.24 mmol). The mixture was heated under reflux overnight. The mixture was allowed to cool to room temperature and concentrated under reduced pressure to form a solid. The solid was filtered and washed with water. The solid was then stirred with saturated aqueous sodium bicarbonate solution to remove any residual sulfuric acid, filtered and dried under ... The product is ClC1=C(C=C(C(=O)OC)C=C1)C(F)(F)F (Methyl 4-Chloro-3-(trifluoromethyl)benzoate). The reactants are ClC1=C(C=C(C(=O)O)C=C1)C(F)(F)F (4-chlor-3-(trifluoromethyl)benzoic acid), S(O)(O)(=O)=O (sulfuric acid), CO (methanol). As a reaction SMILES: [Cl:1][C:2]1[CH:10]=[CH:9][C:5]([C:6]([OH:8])=[O:7])=[CH:4][C:3]=1[C:11]([F:14])([F:13])[F:12].S(=O)(=O)(O)O.[CH3:20]O>>[Cl:1][C:2]1[CH:10]=[CH:9][C:5]([C:6]([O:8][CH3:20])=[O:7])=[CH:4][C:3]=1[C:11]([F:12])([F:13])[F:14]. Reactants: CCOC(=O)CN(c1ccc2nc(CNc3ccc(C#N)cc3)cn2c1)S(=O)(=O)c1cccc2cccnc12, O=C([O-])[O-], CCO, [NH4+], [NH4+]. Product: CCOC(=O)CN(c1ccc2nc(CNc3ccc(C(=N)N)cc3)cn2c1)S(=O)(=O)c1cccc2cccnc12. Reaction SMILES: [C:1](#[N:2])[c:3]1[cH:4][cH:5][c:6]([NH:9][CH2:10][c:11]2[n:12][c:13]3[n:14]([cH:15][c:16]([N:19]([CH2:20][C:21](=[O:22])[O:23][CH2:24][CH3:25])[S:26](=[O:27])(=[O:28])[c:29]4[cH:30][cH:31][cH:32][c:33]5[cH:34][cH:35][cH:36][n:37][c:38]45)[cH:17][cH:18]3)[cH:39]2)[cH:7][cH:8]1.[C:40](=[O:41])([O-:42])[O-:43].[CH3:46][CH2:47][OH:48].[NH4+:44].[NH4+:45]>>[C:1]([NH2:2])([c:3]1[cH:4][cH:5][c:6]([NH:9][CH2:10][c:11]2[n:12][c:13]3[n:14]([cH:15][c:16]([N:19]([CH2:20][C:21](=[O:22])[O:23][CH2:24][CH3:25])[S:26](=[O:27])(=[O:28])[c:29]4[cH:30][cH:31][cH:32][c:33]5[cH:34][cH:35][cH:36][n:37][c:38]45)[cH:17][cH:18]3)[cH:39]2)[cH:7][cH:8]1)=[NH:44].